Dataset: the Open Reaction Database (ORD), a public repository of structured organic reaction records. Task: describe an organic reaction: reactants, conditions, products, and yield Procedure: The title compound was prepared from 4-[4-(3-cyclopentyl-propyl)-5-oxo-4,5-dihydro-tetrazol-1-yl]-N-[4-(4-oxo-piperidine-1-yl)-phenyl]-benzenesulfonamide (which was obtained in Example 226) and (S)-4-[2-hydroxy-3-aminopropoxy]-1,3-dihydro-2H-benzimidazol-2-one (U.S. Pat. No. 5,786,356/1998) according to the procedure of Example 255 as a white solid; 1H NMR (300 MHz, DMSO-d6) δ 0.90-4.00 (m, 29H), 5.10-5.30 (m, 1H), 6.58 (d, J=7.9 Hz, 1H), 6.61 (d, J=7.9 Hz, 1H), 6.81 (d, J=8.9 Hz, 2H), 6.89 (d, ... The product is C1(CCCC1)CCCN1N=NN(C1=O)C1=CC=C(C=C1)S(=O)(=O)NC1=CC=C(C=C1)N1CCC(CC1)NC[C@@H](COC1=CC=CC=2NC(NC21)=O)O (4-[4-(3-Cyclopentylpropyl)-5-oxo-4,5-dihydro-1H-tetraazol-1-yl]-N-{4-[4-({(2S)-2-hydroxy-3-[(2-oxo-2,3-dihydro-1H-benzimidazol-4-yl)oxy]propyl}amino)-1-piperidineyl]phenyl}benzenesulfonamide). RXN SMILES: [CH:1]1([CH2:6][CH2:7][CH2:8][N:9]2[C:13](=[O:14])[N:12]([C:15]3[CH:20]=[CH:19][C:18]([S:21]([NH:24][C:25]4[CH:30]=[CH:29][C:28]([N:31]5[CH2:36][CH2:35][C:34](=O)[CH2:33][CH2:32]5)=[CH:27][CH:26]=4)(=[O:23])=[O:22])=[CH:17][CH:16]=3)[N:11]=[N:10]2)[CH2:5][CH2:4][CH2:3][CH2:2]1.[OH:38][C@@H:39]([CH2:52][NH2:53])[CH2:40][O:41][C:42]1[C:50]2[NH:49][C:48](=[O:51])[NH:47][C:46]=2[CH:45]=[CH:44][CH:43]=1>>[CH:1]1([CH2:6][CH2:7][CH2:8][N:9]2[C:13](=[O:14])[N:12]([C:15]3[CH:20]=[CH:19][C:18]([S:21]([NH:24][C:25]4[CH:30]=[CH:29][C:28]([N:31]5[CH2:32][CH2:33][CH:34]([NH:53][CH2:52][C@H:39]([OH:38])[CH2:40][O:41][C:42]6[C:50]7[NH:49][C:48](=[O:51])[NH:47][C:46]=7[CH:45]=[CH:44][CH:43]=6)[CH2:35][CH2:36]5)=[CH:27][CH:26]=4)(=[O:23])=[O:22])=[CH:17][CH:16]=3)[N:11]=[N:10]2)[CH2:2][CH2:3][CH2:4][CH2:5]1. The reactants are C1(CCCC1)CCCN1N=NN(C1=O)C1=CC=C(C=C1)S(=O)(=O)NC1=CC=C(C=C1)N1CCC(CC1)=O (4-[4-(3-cyclopentyl-propyl)-5-oxo-4,5-dihydro-tetrazol-1-yl]-N-[4-(4-oxo-piperidine-1-yl)-phenyl]-benzenesulfonamide), O[C@H](COC1=CC=CC=2NC(NC21)=O)CN ((S)-4-[2-hydroxy-3-aminopropoxy]-1,3-dihydro-2H-benzimidazol-2-one). The reactants are I.BrC=1C=C2N(N=CC(=C2N[C@@H]2CNC[C@@H]2OC)C(=O)N)C1 (6-bromo-4-(((3R,4S)-4-methoxypyrrolidin-3-yl)amino)pyrrolo[1,2-b]pyridazine-3-carboxamide hydroiodide), C(C)(C)N(C(C)C)CC (N,N-diisopropylethylamine), CS(=O)(=O)Cl (methanesulfonyl chloride). Run in ClCCl (dichloromethane). Run at time 2 hour. Yields the product BrC=1C=C2N(N=CC(=C2N[C@@H]2CN(C[C@@H]2OC)S(=O)(=O)C)C(=O)N)C1 (6-bromo-4-(((3R,4S)-4-methoxy-1-(methylsulfonyl)pyrrolidin-3-yl)amino)pyrrolo[1,2-b]pyridazine-3-carboxamide). The yield is 72.2%. Reaction SMILES: I.[Br:2][C:3]1[CH:4]=[C:5]2[C:10]([NH:11][C@H:12]3[C@@H:16]([O:17][CH3:18])[CH2:15][NH:14][CH2:13]3)=[C:9]([C:19]([NH2:21])=[O:20])[CH:8]=[N:7][N:6]2[CH:22]=1.C(N(CC)C(C)C)(C)C.[CH3:32][S:33](Cl)(=[O:35])=[O:34]>ClCCl>[Br:2][C:3]1[CH:4]=[C:5]2[C:10]([NH:11][C@H:12]3[C@@H:16]([O:17][CH3:18])[CH2:15][N:14]([S:33]([CH3:32])(=[O:35])=[O:34])[CH2:13]3)=[C:9]([C:19]([NH2:21])=[O:20])[CH:8]=[N:7][N:6]2[CH:22]=1 |f:0.1|. Procedure: A solution of 6-bromo-4-(((3R,4S)-4-methoxypyrrolidin-3-yl)amino)pyrrolo[1,2-b]pyridazine-3-carboxamide hydroiodide (from Step 2 of Example 202, 210 mg, 0.436 mmol) in dichloromethane (2 mL), was added N,N-diisopropylethylamine (0.23 mL, 1.31 mmol) and methanesulfonyl chloride (0.043 mL, 0.52 mmol) at rt. The mixture was stirred at rt for 2 h. The reaction was then quenched with water, diluted with dichloromethane, washed with aq. sodium bicarbonate and brine. The organic layer was dried and con... Starting materials: C(CCCCCCCCCCC(=O)O)(=O)O (dodecanedioic acid), C(CCCCCCCCCCC(=O)[O-])(=O)OC1=CC=CC2=CC=CC=C12 (naphthyl dodecanedioate), CC(=O)[O-].[K+] (KOAc), C1CCCC2=CC=CC=C12 (tetralin), Sb(OAc)3. Reagents/catalysts: CC(=O)[O-].CC(=O)[O-].[Pd+2] (Pd(OAc)2). The solvent is CCCCCCC (heptane), O (water). Reaction conditions: temperature 178 celsius, time 3 hour. Product: C1=CC=CC2=CC=CC=C12 (naphthalene). RXN SMILES: C(O)(=O)C[CH2:3][CH2:4][CH2:5][CH2:6][CH2:7][CH2:8][CH2:9][CH2:10][CH2:11][C:12](O)=O.C1C2C(=CC=CC=2)CCC1.CC([O-])=O.[K+].C(OC1C2C(=CC=CC=2)C=CC=1)(=O)CCCCCCCCCCC([O-])=O>CC([O-])=O.CC([O-])=O.[Pd+2].O.CCCCCCC>[CH:3]1[C:4]2[C:9](=[CH:8][CH:7]=[CH:6][CH:5]=2)[CH:10]=[CH:11][CH:12]=1 |f:2.3,5.6.7|. Procedure: The procedure of Example 1 was repeated using 70 g (304 mmols) of dodecanedioic acid 13.2 g (100 mmols) of tetralin, 0.16 g (0.71 mmols) of Pd(OAc)2, 0.42 g (1.42 mmols) of Sb(OAc)3, 0.07 g (0.71 mmols) of KOAc and 5 ml heptane. Reaction mixture was heated and the temperature of the reaction was maintained at 178±2° C. Oxygen was bubbled continuously at a rate of 200 cc/min. Reaction was carried out for 3 hrs. during which time the water produced was removed azeotropically with heptane. Reaction... Reactants: CCOC(=O)CN1C(=O)C(=Cc2cc(C(C)(C)C)c(O)c(C(C)(C)C)c2)Sc2ccccc21, CO, Cl, N. Product: CC(C)(C)c1cc(C=C2Sc3ccccc3N(CC(N)=O)C2=O)cc(C(C)(C)C)c1O. As a reaction SMILES: [C:2]([CH3:3])([CH3:4])([CH3:5])[c:6]1[cH:7][c:8]([CH:9]=[C:10]2[S:11][c:12]3[c:13]([cH:23][cH:24][cH:25][cH:26]3)[N:14]([CH2:17][C:18]([O:20][CH2:19][CH3:21])=[O:22])[C:15]2=[O:16])[cH:27][c:28]([C:31]([CH3:32])([CH3:33])[CH3:34])[c:29]1[OH:30].[CH3:36][OH:37].[ClH:1].[NH3:35]>>[C:2]([CH3:3])([CH3:4])([CH3:5])[c:6]1[cH:7][c:8]([CH:9]=[C:10]2[S:11][c:12]3[c:13]([cH:23][cH:24][cH:25][cH:26]3)[N:14]([CH2:17][C:18](=[O:20])[NH2:35])[C:15]2=[O:16])[cH:27][c:28]([C:31]([CH3:32])([CH3:33])[CH3:34])[c:29]1[OH:30].